This data is from the Open Reaction Database (ORD), a public repository of structured organic reaction records. The task is: describe an organic reaction: reactants, conditions, products, and yield The reactants are C1(CC1)(C1CC1)NC(=O)C1=C(C(=CC(=C1)I)C)NC(=O)C=1N(N=C(C1)C(F)(F)F)C1=NC=CC=C1Cl (2-(3-chloro-pyridin-2-yl)-5-trifluoromethyl-2H-pyrazole-3-carboxylic acid [2-(bicyclopropyl-1 -ylcarbamoyl)-4-iodo-6-methyl-phenyl]-amide), C(#N)[Cu] (CuCN). Reagents/catalysts: [Pd].C1(=CC=CC=C1)P(C1=CC=CC=C1)C1=CC=CC=C1.C1(=CC=CC=C1)P(C1=CC=CC=C1)C1=CC=CC=C1.C1(=CC=CC=C1)P(C1=CC=CC=C1)C1=CC=CC=C1.C1(=CC=CC=C1)P(C1=CC=CC=C1)C1=CC=CC=C1 (tetrakis(triphenylphosphine) palladium). The solvent is O1CCCC1 (tetrahydrofuran). Reaction conditions: temperature 80 celsius, time 30 minute. Product: C1(CC1)(C1CC1)NC(=O)C1=C(C(=CC(=C1)C#N)C)NC(=O)C=1N(N=C(C1)C(F)(F)F)C1=NC=CC=C1Cl (2-(3-Chloro-pyridin-2-yl)-5-trifluoromethyl-2H-pyrazole-3-carboxylic acid [2-(bicyclopropyl-1-ylcarbamoyl)-4-cyano-6-methyl-phenyl]-amide). Isolated yield 101.2%. RXN SMILES: [C:1]1([NH:7][C:8]([C:10]2[CH:15]=[C:14](I)[CH:13]=[C:12]([CH3:17])[C:11]=2[NH:18][C:19]([C:21]2[N:22]([C:30]3[C:35]([Cl:36])=[CH:34][CH:33]=[CH:32][N:31]=3)[N:23]=[C:24]([C:26]([F:29])([F:28])[F:27])[CH:25]=2)=[O:20])=[O:9])([CH:4]2[CH2:6][CH2:5]2)[CH2:3][CH2:2]1.[C:37]([Cu])#[N:38]>O1CCCC1.[Pd].C1(P(C2C=CC=CC=2)C2C=CC=CC=2)C=CC=CC=1.C1(P(C2C=CC=CC=2)C2C=CC=CC=2)C=CC=CC=1.C1(P(C2C=CC=CC=2)C2C=CC=CC=2)C=CC=CC=1.C1(P(C2C=CC=CC=2)C2C=CC=CC=2)C=CC=CC=1>[C:1]1([NH:7][C:8]([C:10]2[CH:15]=[C:14]([C:37]#[N:38])[CH:13]=[C:12]([CH3:17])[C:11]=2[NH:18][C:19]([C:21]2[N:22]([C:30]3[C:35]([Cl:36])=[CH:34][CH:33]=[CH:32][N:31]=3)[N:23]=[C:24]([C:26]([F:29])([F:28])[F:27])[CH:25]=2)=[O:20])=[O:9])([CH:4]2[CH2:6][CH2:5]2)[CH2:3][CH2:2]1 |f:3.4.5.6.7|. Reported procedure: To a solution of 3.29 g (5.23 mmol) 2-(3-chloro-pyridin-2-yl)-5-trifluoromethyl-2H-pyrazole-3-carboxylic acid [2-(bicyclopropyl-1 -ylcarbamoyl)-4-iodo-6-methyl-phenyl]-amide in 50 ml tetrahydrofuran is added 1.19 g (6.25 mmol) Cul, 0.30 g tetrakis(triphenylphosphine) palladium and 2.78 g (31.0 mmol) CuCN. The mixture is heated 1 h at 80° C. and turns dark green. After cooling down, the mixture is filtered on Hyflo and evaporated. The residue is dissolved in 15 ml DMF and poured into 100 ml water... The reactants are [OH-].[Na+] (sodium hydroxide), NC1(C2CC3CC(CC1C3)C2)C(=O)O (2-amino-2-adamantanecarboxylic acid), C1(=CC=CC2=CC=CC=C12)N1N=C(C=C1C1=C(C=CC=C1OC)OC)C(=O)Cl (1-(1-naphthyl)-5-(2,6-dimethoxyphenyl)-3-pyrazolecarbonyl chloride), [OH-].[Na+] (sodium hydroxide), acid chloride, Cl (hydrochloric acid). Run in O1CCCC1 (tetrahydrofuran), O (water), O1CCCC1 (tetrahydrofuran), O1CCCC1 (tetrahydrofuran). Conditions: time 10 minute. Yields the product C1(=CC=CC2=CC=CC=C12)N1N=C(C=C1C1=C(C=CC=C1OC)OC)C(=O)NC1(C2CC3CC(CC1C3)C2)C(=O)O (2-{[1-(1-Naphthyl)-5-(2,6-dimethoxyphenyl)-3-pyrazolyl]-carbonylamino}-2-adamantanecarboxylic acid). As a reaction SMILES: [OH-].[Na+].[NH2:3][C:4]1([C:14]([OH:16])=[O:15])[CH:11]2[CH2:12][CH:7]3[CH2:8][CH:9]([CH2:13][CH:5]1[CH2:6]3)[CH2:10]2.[C:17]1([N:27]2[C:31]([C:32]3[C:37]([O:38][CH3:39])=[CH:36][CH:35]=[CH:34][C:33]=3[O:40][CH3:41])=[CH:30][C:29]([C:42](Cl)=[O:43])=[N:28]2)[C:26]2[C:21](=[CH:22][CH:23]=[CH:24][CH:25]=2)[CH:20]=[CH:19][CH:18]=1.Cl>O.O1CCCC1>[C:17]1([N:27]2[C:31]([C:32]3[C:37]([O:38][CH3:39])=[CH:36][CH:35]=[CH:34][C:33]=3[O:40][CH3:41])=[CH:30][C:29]([C:42]([NH:3][C:4]3([C:14]([OH:16])=[O:15])[CH:11]4[CH2:10][CH:9]5[CH2:8][CH:7]([CH2:6][CH:5]3[CH2:13]5)[CH2:12]4)=[O:43])=[N:28]2)[C:26]2[C:21](=[CH:22][CH:23]=[CH:24][CH:25]=2)[CH:20]=[CH:19][CH:18]=1 |f:0.1|. Procedure: 0.107 g of sodium hydroxide in 1.36 ml of water and 0.51 ml of tetrahydrofuran are cooled to 0° C. 0.52 g of 2-amino-2-adamantanecarboxylic acid is added in a single portion, and 0.53 g of 1-(1-naphthyl)-5-(2,6-dimethoxyphenyl)-3-pyrazolecarbonyl chloride, dissolved in 3 ml of tetrahydrofuran, is then added dropwise. The mixture is left for 10 minutes, and the same amount of the above acid chloride, in 3 ml of tetrahydrofuran, is added again; simultaneously, 1.32 ml of 2N sodium hydroxide are ad...